describe an organic reaction: reactants, conditions, products, and yield From a dataset of the Open Reaction Database (ORD), a public repository of structured organic reaction records. The reactants are CN1CCOCC1, CN(C)C=O, Cl, CC(C)(C)OC(=O)N1CCNCC1, On1nnc2ccccc21, O=C(O)c1ccc(-c2ccncc2)cc1. The product is CC(C)(C)OC(=O)N1CCN(C(=O)c2ccc(-c3ccncc3)cc2)CC1. RXN SMILES: [CH3:40][N:41]1[CH2:42][CH2:43][O:44][CH2:45][CH2:46]1.[CH3:47][N:48]([CH3:49])[CH:50]=[O:51].[ClH:1].[N:17]1([C:23](=[O:24])[O:25][C:26]([CH3:27])([CH3:28])[CH3:29])[CH2:18][CH2:19][NH:20][CH2:21][CH2:22]1.[OH:30][n:31]1[c:32]2[cH:33][cH:34][cH:35][cH:36][c:37]2[n:38][n:39]1.[n:2]1[cH:3][cH:4][c:5](-[c:8]2[cH:9][cH:10][c:11]([C:12](=[O:13])[OH:14])[cH:15][cH:16]2)[cH:6][cH:7]1>>[n:2]1[cH:3][cH:4][c:5](-[c:8]2[cH:9][cH:10][c:11]([C:12](=[O:14])[N:20]3[CH2:19][CH2:18][N:17]([C:23](=[O:24])[O:25][C:26]([CH3:27])([CH3:28])[CH3:29])[CH2:22][CH2:21]3)[cH:15][cH:16]2)[cH:6][cH:7]1. Reactants: CC(=O)OC(C)=O, CCOCC, CC(=O)O, CCOC(=O)c1sc(N)nc1O. Yields the product CCOC(=O)c1sc(NC(C)=O)nc1O. Reaction SMILES: [CH3:13][C:14](=[O:15])[O:16][C:17](=[O:18])[CH3:19].[CH3:20][CH2:21][O:22][CH2:23][CH3:24].[CH3:25][C:26](=[O:27])[OH:28].[NH2:1][c:2]1[s:3][c:4]([C:8](=[O:9])[O:10][CH2:11][CH3:12])[c:5]([OH:7])[n:6]1>>[NH:1]([c:2]1[s:3][c:4]([C:8](=[O:9])[O:10][CH2:11][CH3:12])[c:5]([OH:7])[n:6]1)[C:14]([CH3:13])=[O:15].